This data is from the Open Reaction Database (ORD), a public repository of structured organic reaction records. The task is: describe an organic reaction: reactants, conditions, products, and yield Reactants: [OH-].[Na+] (sodium hydroxide), O1C(=CC=C1)CS (furanylmethyl mercaptan), ClCCCC#N (4-chlorobutyronitrile). Reported procedure: A solution of sodium hydroxide (12.7 g) in water (50 ml) and ethanol (50 ml) was added dropwise over 30 minutes to a solution of furanylmethyl mercaptan (34.25 g) and 4-chlorobutyronitrile (31.58 g) in ethanol (150 ml) under nitrogen at 10° C. (ice-bath). The temperature rose slightly (to 18° C.) and the solution went cloudy. It was stirred at room temperature for 6.5 hours and allowed to stand for 20 hours. Ethanol was removed by evaporation at reduced pressure. The residue was dissolved in wat... The product is O1C(=CC=C1)CSCCCC#N (4-(2-furanylmethylthio)butyronitrile). The yield is 94.1%. RXN SMILES: [OH-].[Na+].[O:3]1[CH:7]=[CH:6][CH:5]=[C:4]1[CH2:8][SH:9].Cl[CH2:11][CH2:12][CH2:13][C:14]#[N:15]>O.C(O)C>[O:3]1[CH:7]=[CH:6][CH:5]=[C:4]1[CH2:8][S:9][CH2:11][CH2:12][CH2:13][C:14]#[N:15] |f:0.1|. Reaction conditions: time 6.5 hour. Run in O (water), C(C)O (ethanol), C(C)O (ethanol).